From a dataset of the Open Reaction Database (ORD), a public repository of structured organic reaction records. describe an organic reaction: reactants, conditions, products, and yield The reactants are Brc1cncnc1, [Li]CCCC, CCOCC, CCCCCC, [Cl-], COC(=O)c1ccc(Cl)cc1Cl, [NH4+], C1CCOC1. The product is O=C(c1cncnc1)c1ccc(Cl)cc1Cl. Reaction SMILES: [Br:13][c:14]1[cH:15][n:16][cH:17][n:18][cH:19]1.[CH2:20]([Li:21])[CH2:22][CH2:23][CH3:24].[CH3:32][CH2:33][O:34][CH2:35][CH3:36].[CH3:37][CH2:38][CH2:39][CH2:40][CH2:41][CH3:42].[Cl-:25].[Cl:1][c:2]1[c:3]([C:4]([O:6][CH3:5])=[O:7])[cH:8][cH:9][c:10]([Cl:12])[cH:11]1.[NH4+:26].[O:27]1[CH2:28][CH2:29][CH2:30][CH2:31]1>>[Cl:1][c:2]1[c:3]([C:4](=[O:6])[c:14]2[cH:15][n:16][cH:17][n:18][cH:19]2)[cH:8][cH:9][c:10]([Cl:12])[cH:11]1. Starting materials: CN1CCCC1=O, COP([O-])OC, Clc1cccc(C(Cl)(Cl)Cl)n1, [Na+], [OH-], O, c1ccncc1. Product: Clc1cccc(C(Cl)Cl)n1. As a reaction SMILES: [CH3:12][N:13]1[CH2:14][CH2:15][CH2:16][C:17]1=[O:18].[CH3:19][O:20][P:21]([O-:22])[O:23][CH3:24].[Cl:1][c:2]1[n:3][c:4]([C:8]([Cl:9])([Cl:10])[Cl:11])[cH:5][cH:6][cH:7]1.[Na+:26].[OH-:25].[OH2:27].[cH:28]1[cH:29][cH:30][n:31][cH:32][cH:33]1>>[Cl:1][c:2]1[n:3][c:4]([CH:8]([Cl:9])[Cl:10])[cH:5][cH:6][cH:7]1.